From a dataset of the Open Reaction Database (ORD), a public repository of structured organic reaction records. describe an organic reaction: reactants, conditions, products, and yield Reactants: CC(C)(C)OC(=O)c1ccc(F)c(CN(Cc2ccccc2)C(=O)C(CO)NC(=O)OCc2ccccc2)c1, CC(NC(=O)OCc1ccccc1)C(=O)N(C)Cc1cc(C(=O)OC(C)(C)C)ccc1F. As a reaction SMILES: [F:1][c:2]1[c:3]([CH2:15][N:16]([CH2:17][c:18]2[cH:19][cH:20][cH:21][cH:22][cH:23]2)[C:24]([CH:25]([NH:26][C:27]([O:28][CH2:29][c:30]2[cH:31][cH:32][cH:33][cH:34][cH:35]2)=[O:36])[CH2:37][OH:38])=[O:39])[cH:4][c:5]([C:6](=[O:7])[O:8][C:9]([CH3:10])([CH3:11])[CH3:12])[cH:13][cH:14]1.[F:40][c:41]1[cH:42][cH:43][c:44]([C:45]([O:46][C:47]([CH3:48])([CH3:49])[CH3:50])=[O:51])[cH:52][c:53]1[CH2:54][N:55]([C:56](=[O:57])[CH:58]([CH3:59])[NH:60][C:61]([O:62][CH2:63][c:64]1[cH:65][cH:66][cH:67][cH:68][cH:69]1)=[O:70])[CH3:71]>>[c:2]12[c:3]([cH:4][c:5]([C:6](=[O:7])[O:8][C:9]([CH3:10])([CH3:11])[CH3:12])[cH:13][cH:14]1)[CH2:15][N:16]([CH2:17][c:18]1[cH:19][cH:20][cH:21][cH:22][cH:23]1)[C:24](=[O:39])[CH:25]([CH2:37][OH:38])[NH:26]2. Product: CC(C)(C)OC(=O)c1ccc2c(c1)CN(Cc1ccccc1)C(=O)C(CO)N2. The reactants are CC(=O)O[BH-](OC(C)=O)OC(C)=O, CC(C)(C)OC(=O)N1CC(=O)C1, CN1CCNCC1=O, [Na+]. The product is CN1CCN(C2CN(C(=O)OC(C)(C)C)C2)CC1=O. RXN SMILES: [C:21]([O:22][BH-:23]([O:24][C:25](=[O:26])[CH3:27])[O:28][C:29](=[O:30])[CH3:31])(=[O:32])[CH3:33].[C:9]([CH3:10])([CH3:11])([CH3:12])[O:13][C:14](=[O:15])[N:16]1[CH2:17][C:18](=[O:20])[CH2:19]1.[CH3:1][N:2]1[C:3](=[O:8])[CH2:4][NH:5][CH2:6][CH2:7]1.[Na+:34]>>[CH3:1][N:2]1[C:3](=[O:8])[CH2:4][N:5]([CH:18]2[CH2:17][N:16]([C:14]([O:13][C:9]([CH3:10])([CH3:11])[CH3:12])=[O:15])[CH2:19]2)[CH2:6][CH2:7]1. The reactants are C(\C=C\C(=O)O)(=O)O (fumaric acid), FC1=CC2=C(C(=NO2)C2CCN(CC2)CCC2=C3C(C(=O)NC3=O)=CC=C2)C=C1 (2-[4-(6-fluoro-1,2-benzisoxazol-3-yl)-1-piperidinyl]ethyl phthalimide), O.NN (hydrazine monohydrate), Cl (HCl). Solvent: C(C)O (ethanol), O (water), CO (methanol), CO (methanol). Yields the product C(\C=C\C(=O)O)(=O)O.FC1=CC2=C(C(=NO2)C2CCN(CC2)CCN)C=C1.FC1=CC2=C(C(=NO2)C2CCN(CC2)CCN)C=C1 (2-[4-(6-Fluoro-1,2-benzisoxazol-3-yl)-1-piperidinyl]ethylamine hemifumarate). As a reaction SMILES: [F:1][C:2]1[CH:29]=[CH:28][C:5]2[C:6]([CH:9]3[CH2:14][CH2:13][N:12]([CH2:15][CH2:16]C4C=CC=C5C(NC(=O)C=45)=O)[CH2:11][CH2:10]3)=[N:7][O:8][C:4]=2[CH:3]=1.O.[NH2:31]N.Cl.[C:34]([OH:41])(=[O:40])/[CH:35]=[CH:36]/[C:37]([OH:39])=[O:38]>CO.C(O)C.O>[C:34]([OH:41])(=[O:40])/[CH:35]=[CH:36]/[C:37]([OH:39])=[O:38].[F:1][C:2]1[CH:29]=[CH:28][C:5]2[C:6]([CH:9]3[CH2:10][CH2:11][N:12]([CH2:15][CH2:16][NH2:31])[CH2:13][CH2:14]3)=[N:7][O:8][C:4]=2[CH:3]=1.[F:1][C:2]1[CH:29]=[CH:28][C:5]2[C:6]([CH:9]3[CH2:10][CH2:11][N:12]([CH2:15][CH2:16][NH2:31])[CH2:13][CH2:14]3)=[N:7][O:8][C:4]=2[CH:3]=1 |f:1.2,8.9.10|. Procedure: A mixture of 2-[4-(6-fluoro-1,2-benzisoxazol-3-yl)-1-piperidinyl]ethyl phthalimide (4.6 in, 11.7 mmol) and hydrazine monohydrate (1.17 gm, 23.4 mmol) in methanol (50 ml) was heated at reflux overnight. At the end of the reaction, methanol was removed to leave a crude solid. This was stirred with water (150 ml) and acidified with HCl to pH=2. The insolubles were filtered. The aqueous solution was basified with 50% NaOH then extracted with DCM (2×250 ml). The DCM solution was washed with brine and...